This data is from the Open Reaction Database (ORD), a public repository of structured organic reaction records. The task is: describe an organic reaction: reactants, conditions, products, and yield Reactants: C(C(=C)C)(=O)[O-] (methacrylate), CC(CC1=CC2=C(C=C1)OCCO2)NC (EDMA), C(CCCO)O (1,4-butanediol), CC(C)(C#N)N=NC(C)(C)C#N (AIBN). The solvent is O (water), C(CC)O (1-propanol). The product is C(C=C)(=O)NCCCCCCCCCCC(=O)O (11-acrylamidoundecanoic acid). RXN SMILES: [C:1]([O-:6])(=[O:5])[C:2](C)=[CH2:3].C[CH:8]([NH:20][CH3:21])[CH2:9][C:10]1[CH:15]=[CH:14][C:13]2OCCO[C:12]=2[CH:11]=1.C(O)CCC[OH:26].CC(N=N[C:35]([C:38]#N)(C)C)(C#N)C>O.C(O)CC>[C:21]([NH:20][CH2:8][CH2:9][CH2:10][CH2:15][CH2:14][CH2:13][CH2:12][CH2:11][CH2:3][CH2:2][C:1]([OH:6])=[O:5])(=[O:26])[CH:35]=[CH2:38]. Reported procedure: For the preparation of stationary phases, the inner walls of capillaries were vinylized with 3-(trimethoxylsilyppropyl methacrylate. Subsequently, AAUA, EDMA, 1-propanol, 1,4-butanediol, water, and AIBN were mixed ultrasonically into a homogenous solution and purged with nitrogen for 10 min. A 45 cm long silanized capillary was tilled with the polymerization mixture up to a length of 35 cm, sealed with rubber septum, and then placed in a gas chromatography (GC) oven to polymerize for 20 hours at... The reactants are FC1=CC=C2C(=CNC2=C1)C1CCNCC1 (6-fluoro-3-piperidin-4-yl-1H-indole), C(C)OC(C1=C(C=CC(=C1)CBr)OC)=O (5-bromomethyl-2-methoxy-benzoic acid ethyl ester). The product is C(C)OC(C1=C(C=CC(=C1)CN1CCC(CC1)C1=CNC2=CC(=CC=C12)F)OC)=O (5-[4-(6-fluoro-1H-indol-3-yl)-piperidin-1-ylmethyl]-2-methoxy-benzoic acid ethyl ester). Isolated yield 100.8%. As a reaction SMILES: [F:1][C:2]1[CH:10]=[C:9]2[C:5]([C:6]([CH:11]3[CH2:16][CH2:15][NH:14][CH2:13][CH2:12]3)=[CH:7][NH:8]2)=[CH:4][CH:3]=1.[CH2:17]([O:19][C:20](=[O:31])[C:21]1[CH:26]=[C:25]([CH2:27]Br)[CH:24]=[CH:23][C:22]=1[O:29][CH3:30])[CH3:18]>>[CH2:17]([O:19][C:20](=[O:31])[C:21]1[CH:26]=[C:25]([CH2:27][N:14]2[CH2:15][CH2:16][CH:11]([C:6]3[C:5]4[C:9](=[CH:10][C:2]([F:1])=[CH:3][CH:4]=4)[NH:8][CH:7]=3)[CH2:12][CH2:13]2)[CH:24]=[CH:23][C:22]=1[O:29][CH3:30])[CH3:18]. Procedure: This compound was prepared following the procedure described in example 1 (part D) starting with 0.5 g (2.2 mmol) of 6-fluoro-3-piperidin-4-yl-1H-indole and 0.8 g (2.9 mmol) of 5-bromomethyl-2-methoxy-benzoic acid ethyl ester. After standard purification, 0.91 g (100% of yield) of 5-[4-(6-fluoro-1H-indol-3-yl)-piperidin-1-ylmethyl]-2-methoxy-benzoic acid ethyl ester were obtained. The reactants are FC1=C(C=CC=C1Cl)[N+](=O)[O-] (2-Fluoro-3-chloronitrobenzene), CN (Methylamine). Run in CCO (EtOH), O (Water). Conditions: time 10 minute. Yields the product ClC1=C(C(=CC=C1)[N+](=O)[O-])NC (2-chloro-N-methyl-6-nitrobenzenamine). The yield is 90.0%. Reaction SMILES: F[C:2]1[C:7]([Cl:8])=[CH:6][CH:5]=[CH:4][C:3]=1[N+:9]([O-:11])=[O:10].[CH3:12][NH2:13]>CCO.O>[Cl:8][C:7]1[CH:6]=[CH:5][CH:4]=[C:3]([N+:9]([O-:11])=[O:10])[C:2]=1[NH:13][CH3:12]. Procedure details: 2-Fluoro-3-chloronitrobenzene (3.0 g, 17 mmol) was dissolved in EtOH (6 mL) and Methylamine 40% in Water (6 mL) was added dropwise at 0° C. and mixture was warmed up to RT overnight. Mixture went to a dark orange precipitate within 10 min. The solid was isolated by filtration, rinsed with water (2*10 mL) and dried in a desiccators under vacuum to afford 3 g of 2-chloro-N-methyl-6-nitrobenzenamine (Yield: 90%) as an orange crystalline solid. Starting materials: ice water, C([O-])(O)=O.[Na+] (sodium bicarbonate), C(C)(=O)Cl (acetyl chloride), C12C3=C(C(CC1)C2)C=CC=C3 (benzonorbornene), [Cl-].[Al+3].[Cl-].[Cl-] (aluminum chloride). Run in C(=S)=S (carbon disulphide). Yields the product C(C)(=O)C1CC2C3=C(C1C2)C=CC=C3 (2-acetylbenzonorbornene). RXN SMILES: [C:1](Cl)(=[O:3])[CH3:2].[CH:5]12[CH2:11][CH:8]([CH2:9][CH2:10]1)[C:7]1[CH:12]=[CH:13][CH:14]=[CH:15][C:6]2=1.[Cl-].[Al+3].[Cl-].[Cl-].C(=O)(O)[O-].[Na+]>C(=S)=S>[C:1]([CH:9]1[CH:8]2[CH2:11][CH:5]([C:6]3[CH:15]=[CH:14][CH:13]=[CH:12][C:7]=32)[CH2:10]1)(=[O:3])[CH3:2] |f:2.3.4.5,6.7|. Reported procedure: 30 cm3 of acetyl chloride are added to a solution of 30 g of benzonorbornene in 400 cm3 of carbon disulphide and then 10.5 g of anhydrous aluminum chloride are added gradually in small quantities over approximately 2 hours. At this stage, the complete conversion of the starting product is checked by thin-layer chromatography. The reaction mixture is then poured into two litres of ice water and then neutralized with sodium bicarbonate. After three extractions with ether, the ether phase is dried ...